From a dataset of the Open Reaction Database (ORD), a public repository of structured organic reaction records. describe an organic reaction: reactants, conditions, products, and yield The reactants are CNCCc1ccc(OC)c(OC)c1, COCCOCCOC, [H-], [Na+], O, COC(=O)C=Cc1cccnc1. The product is COc1ccc(CCN(C)C(=O)C=Cc2cccnc2)cc1OC. RXN SMILES: [CH3:13][O:14][c:15]1[cH:16][c:17]([CH2:18][CH2:19][NH:20][CH3:21])[cH:22][cH:23][c:24]1[O:25][CH3:26].[CH3:29][O:30][CH2:31][CH2:32][O:33][CH2:34][CH2:35][O:36][CH3:37].[H-:27].[Na+:28].[OH2:38].[n:1]1[cH:2][c:3]([CH:7]=[CH:8][C:9]([O:11][CH3:10])=[O:12])[cH:4][cH:5][cH:6]1>>[n:1]1[cH:2][c:3]([CH:7]=[CH:8][C:9](=[O:11])[N:20]([CH2:19][CH2:18][c:17]2[cH:16][c:15]([O:14][CH3:13])[c:24]([O:25][CH3:26])[cH:23][cH:22]2)[CH3:21])[cH:4][cH:5][cH:6]1.